This data is from the Open Reaction Database (ORD), a public repository of structured organic reaction records. The task is: describe an organic reaction: reactants, conditions, products, and yield Reactants: COCOC1CC(C)C2C3CCc4cc(OC)ccc4C3CCC12C, CO, Cl, [Na+], O=C([O-])O. The product is COc1ccc2c(c1)CCC1C2CCC2(C)C(O)CC(C)C12. Reaction SMILES: [CH3:1][O:2][c:3]1[cH:4][c:5]2[c:18]([cH:19][cH:20]1)[CH:17]1[CH:8]([CH2:7][CH2:6]2)[CH:9]2[CH:10]([CH3:25])[CH2:11][CH:12]([O:21][CH2:22][O:23][CH3:24])[C:13]2([CH3:14])[CH2:15][CH2:16]1.[CH3:32][OH:33].[ClH:26].[Na+:31].[O-:27][C:28]([OH:29])=[O:30]>>[CH3:1][O:2][c:3]1[cH:4][c:5]2[c:18]([cH:19][cH:20]1)[CH:17]1[CH:8]([CH2:7][CH2:6]2)[CH:9]2[CH:10]([CH3:25])[CH2:11][CH:12]([OH:21])[C:13]2([CH3:14])[CH2:15][CH2:16]1. Starting materials: c1(ccccc1)CN, C1([C@@H]2[C@@H]([C@H](C[C@@H]1C2)B([C@@H]1[C@H]([C@H]2C([C@H](C1)C2)(C)C)C)OC)C)(C)C, C1CN(C[C@@H](C1=O)O)S(=O)(=O)C. The reagents and catalysts are c1ccc(cc1)-c2c3ccccc3cc4ccccc24 (9-Phenylanthracene), CC(C)[O-].CC(C)[O-].CC(C)[O-].CC(C)[O-].[Ti+4] (Ti(OiPr)4). Run at temperature 25 celsius, time 18 hour. Product: CS(=O)(=O)N1CC[C@@H](N)[C@@H](O)C1. As a reaction SMILES: [CH3:1][S:2]([N:5]1[CH2:11][C@H:9]([OH:10])[C:8](=O)[CH2:7][CH2:6]1)(=[O:4])=[O:3].[NH2:12]Cc1ccccc1.COB([C@@H]1[C@@H](C)[C@@H](C(C)(C)[C@H]2C1)C2)[C@@H]3[C@@H](C)[C@@H](C(C)(C)[C@H]4C3)C4>>[CH3:1][S:2]([N:5]1[CH2:11][C@H:9]([OH:10])[C@H:8]([NH2:12])[CH2:7][CH2:6]1)(=[O:4])=[O:3]. Starting materials: COCC(C)N(C(=O)NCCCl)C1OC(CO)C(O)C(O)C1O, O=N[O-], [Na+]. The product is COCC(C)N(C(=O)N(CCCl)N=O)C1OC(CO)C(O)C(O)C1O. As a reaction SMILES: [Cl:1][CH2:2][CH2:3][NH:4][C:5](=[O:6])[N:7]([CH:8]1[CH:9]([OH:10])[CH:11]([OH:12])[CH:13]([OH:14])[CH:15]([CH2:17][OH:18])[O:16]1)[CH:19]([CH2:20][O:21][CH3:22])[CH3:23].[N:24](=[O:25])[O-:26].[Na+:27]>>[Cl:1][CH2:2][CH2:3][N:4]([C:5](=[O:6])[N:7]([CH:8]1[CH:9]([OH:10])[CH:11]([OH:12])[CH:13]([OH:14])[CH:15]([CH2:17][OH:18])[O:16]1)[CH:19]([CH2:20][O:21][CH3:22])[CH3:23])[N:24]=[O:25]. Reactants: C(C)(=O)O (acetic acid), Cl.Cl.N[C@H]1CNCCC1 (3-(R)-aminopiperidine dihydrochloride), CC=1C=C2C(C(=O)OC2=O)=CC1 (4-methylphthalic anhydride). Solvent: CC(=O)C (Acetone). Reaction conditions: temperature 27.5 celsius. Product: CC=1C=C2C(C(=O)N(C2=O)[C@H]2CNCCC2)=CC1 (3-(R)-(4-Methylphthalimido)piperidine). RXN SMILES: C(O)(=O)C.Cl.Cl.[NH2:7][C@@H:8]1[CH2:13][CH2:12][CH2:11][NH:10][CH2:9]1.[CH3:14][C:15]1[CH:16]=[C:17]2[C:22](=O)[O:21][C:19](=[O:20])[C:18]2=[CH:24][CH:25]=1>CC(C)=O>[CH3:14][C:15]1[CH:16]=[C:17]2[C:22](=[O:21])[N:7]([C@@H:8]3[CH2:13][CH2:12][CH2:11][NH:10][CH2:9]3)[C:19](=[O:20])[C:18]2=[CH:24][CH:25]=1 |f:1.2.3|. Procedure details: In a clean round bottom flask, 100 ml acetic acid, 50 gms 3-(R)-aminopiperidine dihydrochloride & 56.5 gms of 4-methylphthalic anhydride were charged. The reaction mass was refluxed & then cooled to 25-30° C. Acetone was added to the reaction mass & obtained solid was filtered. Acetone was added to the solid obtained & refluxed to get uniform slurry. The reaction mass was cooled to 25-30° C. & filtered. Wet wt 70 gms. In another round bottom flask, methylene dichloride, wet cake and water were c... Reactants: B(OC(C)C)(OC(C)C)OC(C)C (triisopropyl borate), CCCCCC (hexane), C(CCC)[Li] (n-butyl lithium), BrC1=CC2=CC=C(C=C2C=C1)C1=CC=CC=C1 (2-bromo-6-phenylnaphthalene). Run in C1(=CC=CC=C1)C (toluene), C(C)OCC (diethyl ether), O (water), C1(=CC=CC=C1)C (toluene). Run at temperature -10 celsius, time 5 hour. Yields the product C1(=CC=CC=C1)C=1C=C2C=CC(=CC2=CC1)B(O)O (6-phenylnaphthalene-2-boronic acid). The yield is 87.6%. RXN SMILES: Br[C:2]1[CH:11]=[CH:10][C:9]2[C:4](=[CH:5][CH:6]=[C:7]([C:12]3[CH:17]=[CH:16][CH:15]=[CH:14][CH:13]=3)[CH:8]=2)[CH:3]=1.CCCCCC.C([Li])CCC.[B:29](OC(C)C)([O:34]C(C)C)[O:30]C(C)C>O.C1(C)C=CC=CC=1.C(OCC)C>[C:12]1([C:7]2[CH:8]=[C:9]3[C:4](=[CH:5][CH:6]=2)[CH:3]=[C:2]([B:29]([OH:34])[OH:30])[CH:11]=[CH:10]3)[CH:17]=[CH:16][CH:15]=[CH:14][CH:13]=1. Reported procedure: In an atmosphere of argon, 360 g (1.27 mol) of 2-bromo-6-phenylnaphthalene, 2 L of dehydrated diethyl ether and 2 L of dehydrated toluene were charged and cooled to −10° C. Then, 1 L (1.58 mol) of a hexane solution of 1.58M n-butyl lithium was added dropwise, and stirred at −10° C. for 5 hours. The reaction solution was cooled to −60° C., and after adding 718 g (3.81 mol) of triisopropyl borate, the mixture was stirred at room temperature for 17 hours. After adding 1 L of toluene and 1 L of wate... Starting materials: [BH4-].[Na+] (NaBH4), Cl (HCl), COC1=C(C=CC=C1OC)CC(=O)C1=CC=NC=C1 (2-(2,3-dimethoxyphenyl)-1-(4-pyridinyl)ethanone), O (water). The solvent is CCO (EtOH), CCO (EtOH). Run at time 2 hour. Yields the product Cl.COC1=C(C=CC=C1OC)CC(O)C1=CC=NC=C1 (4-[2-(2,3-Dimethoxyphenyl)-1-hydroxyethyl]pyridine Hydrochloride). RXN SMILES: [CH3:1][O:2][C:3]1[C:8]([O:9][CH3:10])=[CH:7][CH:6]=[CH:5][C:4]=1[CH2:11][C:12]([C:14]1[CH:19]=[CH:18][N:17]=[CH:16][CH:15]=1)=[O:13].[BH4-].[Na+].O.[ClH:23]>CCO>[ClH:23].[CH3:1][O:2][C:3]1[C:8]([O:9][CH3:10])=[CH:7][CH:6]=[CH:5][C:4]=1[CH2:11][CH:12]([C:14]1[CH:15]=[CH:16][N:17]=[CH:18][CH:19]=1)[OH:13] |f:1.2,6.7|. Procedure: To a stirred solution of 2-(2,3-dimethoxyphenyl)-1-(4-pyridinyl)ethanone (2.4 g, 0.009 mol) in EtOH (25 ml) was added, portionwise, NaBH4 (0.005 mol). The reaction was stirred at ambient temperature for 2 h, and then it was poured into water. The aqueous solution was extracted with EtOAc, and the extract was washed (water), dried (magnesium sulfate) and concentrated to afford an oil. The oil was triturated with Et2O and 1.9 g of a white solid resulted. The solid was dissolved in EtOH and etherea... Starting materials: [Si](C)(C)(C(C)(C)C)OCCN(C(=O)C1=NC(=NC(=C1OCC1=CC=CC=C1)O)CC1(CCCC1)C1=CC=C(C=C1)Cl)C (5-Benzyloxy-2-[1-(4-chlorophenyl)-cyclopentylmethyl]-6-hydroxypyrimidine-4-carboxylic acid [2-(tert-butyl-dimethylsilanyloxy)-ethyl]methyl-amide), OCCN(C(=O)C1=NC(=NC(=C1OCC1=CC=CC=C1)O)CC1=C(C=CC=C1)C1=CC=CC=C1)C (5-benzyloxy-2-biphenyl-2-ylmethyl-6-hydroxypyrimidine-4-carboxylic acid (2-hydroxyethyl)-methyl-amide). Product: OCCN(C(=O)C1=NC(=NC(=C1OCC1=CC=CC=C1)O)CC1(CCCC1)C1=CC=C(C=C1)Cl)C (5-Benzyloxy-2-[1-(4-chlorophenyl)-cyclopentylmethyl]-6-hydroxypyrimidine-4-carboxylic acid (2-hydroxyethyl)-methyl-amide). The yield is 67.6%. Reaction SMILES: [Si]([O:8][CH2:9][CH2:10][N:11]([CH3:42])[C:12]([C:14]1[C:19]([O:20][CH2:21][C:22]2[CH:27]=[CH:26][CH:25]=[CH:24][CH:23]=2)=[C:18]([OH:28])[N:17]=[C:16]([CH2:29][C:30]2([C:35]3[CH:40]=[CH:39][C:38]([Cl:41])=[CH:37][CH:36]=3)[CH2:34][CH2:33][CH2:32][CH2:31]2)[N:15]=1)=[O:13])(C(C)(C)C)(C)C.OCCN(C)C(C1C(OCC2C=CC=CC=2)=C(O)N=C(CC2C=CC=CC=2C2C=CC=CC=2)N=1)=O>>[OH:8][CH2:9][CH2:10][N:11]([CH3:42])[C:12]([C:14]1[C:19]([O:20][CH2:21][C:22]2[CH:27]=[CH:26][CH:25]=[CH:24][CH:23]=2)=[C:18]([OH:28])[N:17]=[C:16]([CH2:29][C:30]2([C:35]3[CH:40]=[CH:39][C:38]([Cl:41])=[CH:37][CH:36]=3)[CH2:34][CH2:33][CH2:32][CH2:31]2)[N:15]=1)=[O:13]. Procedure: 5-Benzyloxy-2-[1-(4-chlorophenyl)-cyclopentylmethyl]-6-hydroxypyrimidine-4-carboxylic acid (2-hydroxyethyl)-methyl-amide (30-02) (1.1 g, 67.53%) was synthesized from 5-benzyloxy-2-[1-(4-chlorophenyl)-cyclopentylmethyl]-6-hydroxypyrimidine-4-carboxylic acid [2-(tert-butyl-dimethylsilanyloxy)-ethyl]-methyl-amide (29-02) (2 g, 3.28 mmol) as an off-white solid following the procedure as described for 5-benzyloxy-2-biphenyl-2-ylmethyl-6-hydroxypyrimidine-4-carboxylic acid (2-hydroxyethyl)-methyl-amid... Starting materials: CO (methanol), FC1=C(C2=C(NC(=N2)C=2C=NC(=NC2)NCCCC2CCN(CC2)C)C=C1)C ([5-(5-Fluoro-4-methyl-1H-benzoimidazol-2-yl)-pyrimidin-2-yl]-[3-(1-methyl-piperidin-4-yl)-propyl]-amine), CC1=NC(=NC=C1C=O)NCCCC1CCN(CC1)C (4-methyl-2-[3-(1-methyl-piperidin-4-yl)-propylamino]-pyrimidine-5-carbaldehyde), FC=1C(=C(C(=CC1)N)N)C (4-fluoro-3-methyl-benzene-1,2-diamine), Na2H2S2O5. The reagents and catalysts are O=[Mn]=O (MnO2). Run in C1(=CC=CC=C1)C (toluene). Conditions: time 30 minute. Yields the product FC1=C(C2=C(NC(=N2)C=2C(=NC(=NC2)NCCCC2CCN(CC2)C)C)C=C1)C ([5-(5-Fluoro-4-methyl-1H-benzoimidazol-2-yl)-4-methyl-pyrimidin-2-yl]-[3-(1-methyl-piperidin-4-yl)-propyl]-amine). As a reaction SMILES: [F:1][C:2]1[CH:27]=[CH:26][C:5]2[NH:6][C:7]([C:9]3[CH:10]=[N:11][C:12]([NH:15][CH2:16][CH2:17][CH2:18][CH:19]4[CH2:24][CH2:23][N:22]([CH3:25])[CH2:21][CH2:20]4)=[N:13][CH:14]=3)=[N:8][C:4]=2[C:3]=1[CH3:28].CO.[CH3:31]C1C(C=O)=CN=C(NCCCC2CCN(C)CC2)N=1.FC1C(C)=C(N)C(N)=CC=1>C1(C)C=CC=CC=1.O=[Mn]=O>[F:1][C:2]1[CH:27]=[CH:26][C:5]2[NH:6][C:7]([C:9]3[C:14]([CH3:31])=[N:13][C:12]([NH:15][CH2:16][CH2:17][CH2:18][CH:19]4[CH2:20][CH2:21][N:22]([CH3:25])[CH2:23][CH2:24]4)=[N:11][CH:10]=3)=[N:8][C:4]=2[C:3]=1[CH3:28]. Procedure: [5-(5-Fluoro-4-methyl-1H-benzoimidazol-2-yl)-pyrimidin-2-yl]-[3-(1-methyl-piperidin-4-yl)-propyl]-amine. To a mixture of 4-methyl-2-[3-(1-methyl-piperidin-4-yl)-propylamino]-pyrimidin-5-yl}-methanol (0.14 g, 0.49 mmol) in toluene (3 mL) was added MnO2 (0.22 g, 2.48 mmol). After 30 min at 70° C., the mixture was filtered through diatomaceous earth. The filtrate was concentrated and immediately dissolved in DMF. A portion of this solution (corresponding to 0.05 g, 0.17 mmol of 4-methyl-2-[3-(1-met... The reactants are C(C)(C)(C)OC([C@@H](NC(=O)OCC1=CC=CC=C1)CCCN)=O (Benzyloxycarbonyl-L-ornithine tert-butyl ester), C(OC(C)(C)C)(=O)OC(=O)[O-] (tert-butyl pyrocarbonate). The solvent is C(Cl)Cl (methylene chloride), C(Cl)Cl (methylene chloride). Run at temperature 0 celsius, time 1 hour. Product: C(C)(C)(C)OC([C@@H](NC(=O)OC(C)(C)C)CCCNC(=O)OCC1=CC=CC=C1)=O (Nα -(tert-Butyloxycarbonyl)-Nδ -(benzyloxycarbonyl)-L-ornithine tert-butyl ester). As a reaction SMILES: C(OC(=O)[C@H:7]([CH2:19][CH2:20][CH2:21][NH2:22])[NH:8][C:9]([O:11][CH2:12][C:13]1[CH:18]=[CH:17][CH:16]=[CH:15][CH:14]=1)=[O:10])(C)(C)C.[C:24]([O:31]C([O-])=O)(=O)[O:25][C:26]([CH3:29])([CH3:28])[CH3:27]>C(Cl)Cl>[C:26]([O:25][C:24](=[O:31])[C@H:21]([CH2:20][CH2:19][CH2:7][NH:8][C:9]([O:11][CH2:12][C:13]1[CH:14]=[CH:15][CH:16]=[CH:17][CH:18]=1)=[O:10])[NH:22][C:24]([O:25][C:26]([CH3:27])([CH3:28])[CH3:29])=[O:31])([CH3:29])([CH3:28])[CH3:27]. Procedure details: Nδ -(Benzyloxycarbonyl-L-ornithine tert-butyl ester (7.50 g, 23.3 mmol) was dissolved in 27 ml of methylene chloride, and the solution was cooled to 0° C. To that solution was added dropwise tert-butyl pyrocarbonate (5.87 g, 26.9 mmol) in 10 ml of methylene chloride. The reaction mixture was stirred at 0° C. for 1 hour, and stirring was continued for 3 additional hours at room temperature. The solvent was evaporated at reduced pressure and the oily residue was chromatographed on a column of sili... The reactants are Cl (HCl), O.Cl.N[C@@H](CS)C(=O)O (L-cysteine hydrochloride monohydrate), C([O-])([O-])=O.[Na+].[Na+] (sodium carbonate), ICC(=O)N (monoiodoacetamide), C([O-])([O-])=O.[Na+].[Na+] (sodium carbonate). Run in O (water). Run at time 1 hour. Product: O=C1CSCC(N1)C(=O)O (3-oxo-5-carboxyperhydro-1,4-thiazine). RXN SMILES: O.Cl.[NH2:3][C@H:4]([C:7]([OH:9])=[O:8])[CH2:5][SH:6].C(=O)([O-])[O-].[Na+].[Na+].I[CH2:17][C:18](N)=[O:19].Cl>O>[O:19]=[C:18]1[NH:3][CH:4]([C:7]([OH:9])=[O:8])[CH2:5][S:6][CH2:17]1 |f:0.1.2,3.4.5|. Procedure details: A solution of 1.75 g (10 mmole) of L-cysteine hydrochloride monohydrate dissolved in 50 ml of water was adjusted to pH 8.0 with 1M sodium carbonate. Under nitrogen gas stream, 1.85 g (10 mmole) of monoiodoacetamide and 1M sodium carbonate were added alternately while maintaining pH at 8.0. After the reaction was carried out at room temperature for 1 hour, further the reaction was carried out in a sealed tube at 100° C. for 2 hours. To the reaction mixture was added 4N HCl to adjust the pH to 3.2...